Dataset: the Open Reaction Database (ORD), a public repository of structured organic reaction records. Task: describe an organic reaction: reactants, conditions, products, and yield Yields the product COc1ccc(-c2cc3ccccc3[nH]2)cc1NC(=S)Nc1ccc(CC(=O)O)cc1. RXN SMILES: [NH2:21][c:22]1[cH:23][cH:24][c:25]([CH2:28][C:29](=[O:30])[OH:31])[cH:26][cH:27]1.[O:32]1[CH2:33][CH2:34][CH2:35][CH2:36]1.[nH:1]1[c:2](-[c:10]2[cH:11][cH:12][c:13]([O:19][CH3:20])[c:14]([N:16]=[C:17]=[S:18])[cH:15]2)[cH:3][c:4]2[cH:5][cH:6][cH:7][cH:8][c:9]12>>[nH:1]1[c:2](-[c:10]2[cH:11][cH:12][c:13]([O:19][CH3:20])[c:14]([NH:16][C:17](=[S:18])[NH:21][c:22]3[cH:23][cH:24][c:25]([CH2:28][C:29](=[O:30])[OH:31])[cH:26][cH:27]3)[cH:15]2)[cH:3][c:4]2[cH:5][cH:6][cH:7][cH:8][c:9]12. Starting materials: Nc1ccc(CC(=O)O)cc1, C1CCOC1, COc1ccc(-c2cc3ccccc3[nH]2)cc1N=C=S. Starting materials: Cc1ccccc1, O=Cc1ccccc1, [K+], [K+], O=C([O-])[O-], OCCO, Cc1ccc(S(=O)(=O)O)cc1. Product: c1ccc(C2OCCO2)cc1. Reaction SMILES: [CH3:30][c:31]1[cH:32][cH:33][cH:34][cH:35][cH:36]1.[CH:1](=[O:2])[c:3]1[cH:4][cH:5][cH:6][cH:7][cH:8]1.[K+:24].[K+:25].[O-:26][C:27]([O-:28])=[O:29].[OH:9][CH2:10][CH2:11][OH:12].[c:13]1([CH3:14])[cH:15][cH:16][c:17]([S:18]([OH:19])(=[O:20])=[O:21])[cH:22][cH:23]1>>[CH:1]1([c:3]2[cH:4][cH:5][cH:6][cH:7][cH:8]2)[O:2][CH2:11][CH2:10][O:9]1. Starting materials: C1N(CCOC=2C1=C1C=CNC1=CC2)C(=O)OC(C)(C)C (tert-butyl 1,3,4,8-tetrahydro-2H-[1,4]oxazepino[6,7-e]indole-2-carboxylate), C1N(CCOC=2C1=C1C=CNC1=CC2)C(=O)OC(C)(C)C (tert-butyl 1,3,4,8-tetrahydro-2H-[1,4]oxazepino[6,7-e]indole-2-carboxylate), [H-].[Na+] (NaH), CN(C)C=O (DMF), FC=1C=C(C=CC1C)S(=O)(=O)Cl (3-Fluoro-4-methylbenzenesulfonyl chloride). Run in N (NH3), CO (MeOH), CO (MeOH), CO (MeOH). Reaction conditions: time 20 minute. The product is FC=1C=C(C=CC1C)S(=O)(=O)N1C=CC2=C3C(=CC=C12)OCCNC3 (8-[(3-Fluoro-4-methylphenyl)sulfonyl]-1,3,4,8-tetrahydro-2H-[1,4]oxazepino[6,7-e]indole). Yield: 7.8%. As a reaction SMILES: [CH2:1]1[C:7]2=[C:8]3[C:12](=[CH:13][CH:14]=[C:6]2[O:5][CH2:4][CH2:3][N:2]1C(OC(C)(C)C)=O)[NH:11][CH:10]=[CH:9]3.[H-].[Na+].CN(C=O)C.[F:29][C:30]1[CH:31]=[C:32]([S:37](Cl)(=[O:39])=[O:38])[CH:33]=[CH:34][C:35]=1[CH3:36]>N.CO>[F:29][C:30]1[CH:31]=[C:32]([S:37]([N:11]2[C:12]3[C:8](=[C:7]4[CH2:1][NH:2][CH2:3][CH2:4][O:5][C:6]4=[CH:14][CH:13]=3)[CH:9]=[CH:10]2)(=[O:39])=[O:38])[CH:33]=[CH:34][C:35]=1[CH3:36] |f:1.2|. Procedure: tert-Butyl 1,3,4,8-tetrahydro-2H-[1,4]oxazepino[6,7-e]indole-2-carboxylate (Intermediate 18, 14 mg, 0.050 mmol), NaH (60% in mineral oil, 6.4 mg, 0.10 mmol) and dry DMF (0.2 mL) were shaken at room temperature for 10 minutes. 3-Fluoro-4-methylbenzenesulfonyl chloride (21 mg, 0.10 mmol, in 0.15 mL of dry DMF) was added to the solution. The reaction mixture was shaken at room temperature for another 20 minutes and a mixture of MeOH/1 M HCl (3:1, 1 mL) was added. The reaction mixture was stirred ov... Reactants: ice water, ClC1=C2C=C(N3C2=C(C=C1)C(CCCC3)O)C(=O)OCC (ethyl 5,6,7,8-tetrahydro-11-chloro-8-hydroxy-4H-azocino [3,2,1-hi]indole-2-carboxylate), FC=1C(=C(C=CC1)C=C(C(=O)OCC)N=[N+]=[N-])C (ethyl 3-(3-fluoro-2-methylphenyl)-2-azidopropenoate), S(O)(O)(=O)=O (sulfuric acid). The solvent is CO (methanol). Reaction conditions: temperature 0 celsius, time 1 hour. Yields the product ClC1=C2C=C(N3C2=C(C=C1)C(CCCC3)OC)C(=O)OCC (ethyl 5,6,7,8-tetrahydro-11-chloro-8-methoxy-4H-azocino [3,2,1-hi]indole-2-carboxylate). RXN SMILES: [Cl:1][C:2]1[CH:10]=[CH:9][C:8]2[CH:11]([OH:16])[CH2:12][CH2:13][CH2:14][CH2:15][N:6]3[C:7]=2[C:3]=1[CH:4]=[C:5]3[C:17]([O:19][CH2:20][CH3:21])=[O:18].F[C:23]1C(C)=C(C=C(N=[N+]=[N-])C(OCC)=O)C=CC=1.S(=O)(=O)(O)O>CO>[Cl:1][C:2]1[CH:10]=[CH:9][C:8]2[CH:11]([O:16][CH3:23])[CH2:12][CH2:13][CH2:14][CH2:15][N:6]3[C:7]=2[C:3]=1[CH:4]=[C:5]3[C:17]([O:19][CH2:20][CH3:21])=[O:18]. Procedure: The ethyl 5,6,7,8-tetrahydro-11-chloro-8-hydroxy-4H-azocino [3,2,1-hi]indole-2-carboxylate (1.90 g, 6.17 mmol) obtained in Example 23, (a) was added to a mixture of methanol (19 ml) and concentrated sulfuric acid (1.89 g) which had been cooled to 0° C. The reaction mixture was heated to 40° C. and stirred for 1 hour. The reaction mixture was poured into ice water and extracted twice with ethyl acetate, and the extract solution was washed twice with a 5% aqueous sodium chloride solution and dried... Reactants: CC(C)(C)OC(=O)NCC1CCN(C(=N)NC(=O)OCc2ccccc2)CC1, CCOC(C)=O, Cl. Product: N=C(NC(=O)OCc1ccccc1)N1CCC(CN)CC1. RXN SMILES: [C:1]([O:2][C:3](=[O:4])[NH:8][CH2:9][CH:10]1[CH2:11][CH2:12][N:13]([C:16]([NH:17][C:18](=[O:19])[O:20][CH2:21][c:22]2[cH:23][cH:24][cH:25][cH:26][cH:27]2)=[NH:28])[CH2:14][CH2:15]1)([CH3:5])([CH3:6])[CH3:7].[CH3:29][CH2:30][O:31][C:32](=[O:33])[CH3:34].[ClH:35]>>[NH2:8][CH2:9][CH:10]1[CH2:11][CH2:12][N:13]([C:16]([NH:17][C:18](=[O:19])[O:20][CH2:21][c:22]2[cH:23][cH:24][cH:25][cH:26][cH:27]2)=[NH:28])[CH2:14][CH2:15]1. Reactants: [BH4-], C1CCOC1, CC(C)(C)S(N)=O, COCCC(C)(OC)OC, CC[O-], CC[O-], CC[O-], CC[O-], CCOC(C)=O, CO, [Cl-], Cl, [Na+], [Na+], [Ti+4]. Yields the product COCCC(C)NS(=O)C(C)(C)C. As a reaction SMILES: [BH4-:19].[CH2:44]1[O:45][CH2:46][CH2:47][CH2:48]1.[CH3:12][C:13]([CH3:14])([CH3:15])[S:16](=[O:17])[NH2:18].[CH3:1][O:2][CH2:3][CH2:4][C:5]([CH3:6])([O:7][CH3:8])[O:9][CH3:10].[CH3:23][CH2:24][O-:25].[CH3:27][CH2:28][O-:29].[CH3:30][CH2:31][O-:32].[CH3:33][CH2:34][O-:35].[CH3:36][CH2:37][O:38][C:39](=[O:40])[CH3:41].[CH3:42][OH:43].[Cl-:22].[ClH:11].[Na+:20].[Na+:21].[Ti+4:26]>>[CH3:1][O:2][CH2:3][CH2:4][CH:5]([CH3:6])[NH:18][S:16]([C:13]([CH3:12])([CH3:14])[CH3:15])=[O:17]. Reaction SMILES: Cl[C:2]1[N:7]=[C:6](Cl)[CH:5]=[CH:4][N:3]=1.[CH3:9][O:10][C:11]1[CH:12]=[C:13]([CH:15]=[C:16]([O:20][CH3:21])[C:17]=1[O:18][CH3:19])[NH2:14]>>[CH3:21][O:20][C:16]1[CH:15]=[C:13]([NH:14][C:2]2[N:7]=[C:6]([NH:14][C:13]3[CH:15]=[C:16]([O:20][CH3:21])[C:17]([O:18][CH3:19])=[C:11]([O:10][CH3:9])[CH:12]=3)[CH:5]=[CH:4][N:3]=2)[CH:12]=[C:11]([O:10][CH3:9])[C:17]=1[O:18][CH3:19]. Yield: 15.2%. Reactants: ClC1=NC=CC(=N1)Cl (2,4-dichloropyrimidine), COC=1C=C(N)C=C(C1OC)OC (3,4,5-trimethoxyaniline). Reported procedure: A solution of 2,4-dichloropyrimidine (1.0 g, 6.7 mmol), 3,4,5-trimethoxyaniline (2.5 g, 13.4 mmol) and triethylamnine (1.8 ml, 12.6 mmol) was heated at reflux for 5 h. On cooling the resulting precipitate was collected and recrystallised from ethyl acetate to give the title compound (450 mg) as a purple solid m.p. 180°. MS m/z 443 (M+H)+. Product: COC=1C=C(C=C(C1OC)OC)NC1=NC=CC(=N1)NC1=CC(=C(C(=C1)OC)OC)OC (N,N'-Bis(3,4,5-Trimethoxyphenyl)-2,4-pyrimidinediamine). The reactants are CCO, O=Cc1ccncc1, Nc1cccc2c1COC2=O, [Na+], [Na+], O=S(=O)([O-])[O-]. The product is O=C1OCc2c(N=Cc3ccncc3)cccc21. RXN SMILES: [CH3:27][CH2:28][OH:29].[CH:12]([c:13]1[cH:14][cH:15][n:16][cH:17][cH:18]1)=[O:19].[NH2:1][c:2]1[c:3]2[c:7]([cH:8][cH:9][cH:10]1)[C:6](=[O:11])[O:5][CH2:4]2.[Na+:20].[Na+:21].[O-:22][S:23](=[O:24])(=[O:25])[O-:26]>>[N:1]([c:2]1[c:3]2[c:7]([cH:8][cH:9][cH:10]1)[C:6](=[O:11])[O:5][CH2:4]2)=[CH:12][c:13]1[cH:14][cH:15][n:16][cH:17][cH:18]1. The reactants are FC1=C(C=CC(=C1)N(C1CCC2=C(C=CC=C12)OS(=O)(=O)C(F)(F)F)S(=O)(=O)C1=C(C=CC=C1)[N+](=O)[O-])CCC(=O)OCC (Ethyl 3-{2-fluoro-4-[[(2-nitrophenyl)sulfonyl](4-{[(trifluoromethyl)sulfonyl]oxy}-2,3-dihydro-1H-inden-1-yl)amino]phenyl}propanoate), [Si](C)(C)(C(C)(C)C)OC1=CC(=C(C(=C1)C)B(O)O)C ((4-{[tert-butyl(dimethyl)silyl]oxy}-2,6-dimethylphenyl)boronic acid), C([O-])([O-])=O.[Na+].[Na+] (sodium carbonate). Reagents/catalysts: C=1C=CC(=CC1)[P](C=2C=CC=CC2)(C=3C=CC=CC3)[Pd]([P](C=4C=CC=CC4)(C=5C=CC=CC5)C=6C=CC=CC6)([P](C=7C=CC=CC7)(C=8C=CC=CC8)C=9C=CC=CC9)[P](C=1C=CC=CC1)(C=1C=CC=CC1)C=1C=CC=CC1 (Tetrakis(triphenylphosphine)palladium(0)). Run at temperature 120 celsius, time 16 hour. Reaction SMILES: [F:1][C:2]1[CH:7]=[C:6]([N:8]([S:26]([C:29]2[CH:34]=[CH:33][CH:32]=[CH:31][C:30]=2[N+:35]([O-:37])=[O:36])(=[O:28])=[O:27])[CH:9]2[C:17]3[C:12](=[C:13](OS(C(F)(F)F)(=O)=O)[CH:14]=[CH:15][CH:16]=3)[CH2:11][CH2:10]2)[CH:5]=[CH:4][C:3]=1[CH2:38][CH2:39][C:40]([O:42][CH2:43][CH3:44])=[O:41].[Si:45]([O:52][C:53]1[CH:58]=[C:57]([CH3:59])[C:56](B(O)O)=[C:55]([CH3:63])[CH:54]=1)([C:48]([CH3:51])([CH3:50])[CH3:49])([CH3:47])[CH3:46].C(=O)([O-])[O-].[Na+].[Na+]>O.C(O)C.C1(C)C=CC=CC=1.C1C=CC([P]([Pd]([P](C2C=CC=CC=2)(C2C=CC=CC=2)C2C=CC=CC=2)([P](C2C=CC=CC=2)(C2C=CC=CC=2)C2C=CC=CC=2)[P](C2C=CC=CC=2)(C2C=CC=CC=2)C2C=CC=CC=2)(C2C=CC=CC=2)C2C=CC=CC=2)=CC=1>[Si:45]([O:52][C:53]1[CH:58]=[C:57]([CH3:59])[C:56]([C:13]2[CH:14]=[CH:15][CH:16]=[C:17]3[C:12]=2[CH2:11][CH2:10][CH:9]3[N:8]([S:26]([C:29]2[CH:34]=[CH:33][CH:32]=[CH:31][C:30]=2[N+:35]([O-:37])=[O:36])(=[O:28])=[O:27])[C:6]2[CH:5]=[CH:4][C:3]([CH2:38][CH2:39][C:40]([O:42][CH2:43][CH3:44])=[O:41])=[C:2]([F:1])[CH:7]=2)=[C:55]([CH3:63])[CH:54]=1)([C:48]([CH3:51])([CH3:50])[CH3:49])([CH3:47])[CH3:46] |f:2.3.4,^1:84,86,105,124|. The product is [Si](C)(C)(C(C)(C)C)OC1=CC(=C(C(=C1)C)C1=C2CCC(C2=CC=C1)N(C1=CC(=C(C=C1)CCC(=O)OCC)F)S(=O)(=O)C1=C(C=CC=C1)[N+](=O)[O-])C (ethyl 3-(4-{[4-(4-{[tert-butyl(dimethyl)silyl]oxy}-2,6-dimethylphenyl)-2,3-dihydro-1H-inden-1-yl][(2-nitrophenyl)sulfonyl]amino}-2-fluorophenyl)propanoate). The solvent is O (water), C(C)O (ethanol), C1(=CC=CC=C1)C (toluene), O (water). Reported procedure: Ethyl 3-{2-fluoro-4-[[(2-nitrophenyl)sulfonyl](4-{[(trifluoromethyl)sulfonyl]oxy}-2,3-dihydro-1H-inden-1-yl)amino]phenyl}propanoate (3.14 g, 4.76 mmol), (4-{[tert-butyl(dimethyl)silyl]oxy}-2,6-dimethylphenyl)boronic acid (2.0 g, 7.14 mmol) and sodium carbonate (1.51 g, 14.3 mmol) were dissolved in a mixture of water (10 mL), ethanol (10 mL) and toluene (30 mL), and the air was substituted with argon gas. Tetrakis(triphenylphosphine)palladium(0) (0.275 g, 0.24 mmol) was added. The reaction mixtur... Starting materials: C([C@@H](O)[C@@H](O)[C@H](O)[C@H](O)CO)O (mannitol), C(=C)OCC (ethyl vinyl ether). The reagents and catalysts are Cl (HCl). Run in CN1CCCC1=O (N-methyl pyrrolidinone). Reaction conditions: time 4.5 hour. The product is C(C)OC(C)OCC(C(C(C(COC(C)OCC)OC(C)OCC)OC(C)OCC)OC(C)OCC)OC(C)OCC (1,2,3,4,5,6-hexa[(1'-Ethoxy)Ethoxy]Hexane). As a reaction SMILES: [CH2:1]([OH:12])[C@H:2]([C@H:4]([C@@H:6]([C@@H:8]([CH2:10][OH:11])[OH:9])[OH:7])[OH:5])[OH:3].[CH:13]([O:15][CH2:16][CH3:17])=[CH2:14]>Cl.CN1C(=O)CCC1>[CH2:13]([O:15][CH:16]([O:12][CH2:1][CH:2]([O:3][CH:13]([O:15][CH2:16][CH3:17])[CH3:14])[CH:4]([O:5][CH:13]([O:15][CH2:16][CH3:17])[CH3:14])[CH:6]([O:7][CH:13]([O:15][CH2:16][CH3:17])[CH3:14])[CH:8]([O:9][CH:13]([O:15][CH2:16][CH3:17])[CH3:14])[CH2:10][O:11][CH:13]([O:15][CH2:16][CH3:17])[CH3:14])[CH3:17])[CH3:14]. Reported procedure: Into a 250 ml. flask, equi ped with static nitrogen head and magnetic stirrer, was charged 18.6 g. of mannitol, 100 ml. of N-methyl pyrrolidinone and 64.8 g. of ethyl vinyl ether. There was then added 10 drops of concentrated HCl and the mixture stirred at between 22° and 28° for 4.5 hours and allowed to stand overnight. The next day an infrared spectrum of an appropriately worked up sample showed the virtual absence of hydroxyl absorption and strong ether C--O--C bands. The reaction mixture was...